Task: describe an organic reaction: reactants, conditions, products, and yield. Dataset: the Open Reaction Database (ORD), a public repository of structured organic reaction records Reactants: C(C)O (ethanol), C1(=CCCCC1)C1=CN(C2=CC(=CC=C12)C=1C=NC=CC1)CCN(C)C (3-(1-Cyclohexenyl)-1-(2-(N,N-dimethylamino)ethyl)-6-(3-Pyridyl)-1H-indole), C(C)O (ethanol). Reagents/catalysts: [Pd] (Pd/C). Conditions: time 14 hour. Product: N.CO (ammonia methanol), C1(CCCCC1)C1=CN(C2=CC(=CC=C12)C=1C=NC=CC1)CCN(C)C (3-(1-Cyclohexyl)-1-(2-(N,N-dimethylamino)ethyl)-6-(3-Pyridyl)-1H-indole). Reaction SMILES: [C:1]1([C:7]2[C:15]3[C:10](=[CH:11][C:12]([C:16]4[CH:17]=[N:18][CH:19]=[CH:20][CH:21]=4)=[CH:13][CH:14]=3)[N:9]([CH2:22][CH2:23][N:24]([CH3:26])[CH3:25])[CH:8]=2)[CH2:6][CH2:5][CH2:4][CH2:3][CH:2]=1.[CH2:27]([OH:29])C>[Pd]>[NH3:9].[CH3:27][OH:29].[CH:1]1([C:7]2[C:15]3[C:10](=[CH:11][C:12]([C:16]4[CH:17]=[N:18][CH:19]=[CH:20][CH:21]=4)=[CH:13][CH:14]=3)[N:9]([CH2:22][CH2:23][N:24]([CH3:26])[CH3:25])[CH:8]=2)[CH2:2][CH2:3][CH2:4][CH2:5][CH2:6]1 |f:3.4|. Procedure: In a 10 mL round bottom flask equipped with a stir bar was added 10% Pd/C (˜10 mg) and ethanol (3 mL). To this stirred suspension was added a solution of the compound of Example 1, above, (0.5 g; 0.13 mmol) in ethanol (2 mL), under argon. The mixture was purged with hydrogen gas in a balloon and stirred at room temperature for 14 h. The reaction mixture was filtered through a pad of celite and the solvent removed in vacuo. The crude residue was purified by column chromatography on silica gel usi... The reactants are CI, O=CNc1ccc(F)c(Cl)c1, [H-], [Na+], C1CCOC1, O. The product is CN(C=O)c1ccc(F)c(Cl)c1. Reaction SMILES: [CH3:14][I:15].[Cl:3][c:4]1[cH:5][c:6]([NH:11][CH:12]=[O:13])[cH:7][cH:8][c:9]1[F:10].[H-:1].[Na+:2].[O:17]1[CH2:18][CH2:19][CH2:20][CH2:21]1.[OH2:16]>>[Cl:3][c:4]1[cH:5][c:6]([N:11]([CH:12]=[O:13])[CH3:14])[cH:7][cH:8][c:9]1[F:10].